From a dataset of the Open Reaction Database (ORD), a public repository of structured organic reaction records. describe an organic reaction: reactants, conditions, products, and yield Reactants: C=1(C(=CC=CC1)N)N (Benzene-1,2-diamine), CC1=C(C(=O)O)C=C(C=C1)[N+](=O)[O-] (2-methyl-5-nitrobenzoic acid), [OH-].[Na+] (NaOH). Solvent: polyphosphoric acid, O (water). Reaction conditions: temperature 140 celsius. The product is CC1=C(C=C(C=C1)[N+](=O)[O-])C1=NC2=C(N1)C=CC=C2 (2-(2-Methyl-5-nitro-phenyl)-1H-benzimidazole). Isolated yield 74.2%. RXN SMILES: [C:1]1([NH2:8])[C:2]([NH2:7])=[CH:3][CH:4]=[CH:5][CH:6]=1.[CH3:9][C:10]1[CH:18]=[CH:17][C:16]([N+:19]([O-:21])=[O:20])=[CH:15][C:11]=1[C:12](O)=O.[OH-].[Na+]>O>[CH3:9][C:10]1[CH:18]=[CH:17][C:16]([N+:19]([O-:21])=[O:20])=[CH:15][C:11]=1[C:12]1[NH:8][C:1]2[CH:6]=[CH:5][CH:4]=[CH:3][C:2]=2[N:7]=1 |f:2.3|. Procedure details: Benzene-1,2-diamine (2.60 g, 25 mmol) and 2-methyl-5-nitrobenzoic acid (5.0 g, 27.6 mmol) were suspended in polyphosphoric acid (30 ml, 11 vol) and heated to 140° C. overnight. Once the reaction had gone to completion (monitored by LCMS), the crude green mixture was dissolved in water, basified with NaOH (pH. 14) and extracted into EtOAc (x 2). The organic phase was washed with brine, dried over MgSO4, filtered and concentrated under reduced pressure to give 7 (4.70 g, 74%) as an orange/brown so... The reactants are C1(CC1)C=1C=NC=CC1 (3-cyclopropylpyridine), OO (hydrogen peroxide). The product is C1(CC1)C=1C=[N+](C=CC1)[O-] (3-cyclopropylpyridine 1-oxide). Isolated yield 67.1%. Procedure details: 1.93 g of 3-cyclopropylpyridine (synthesized according to a method disclosed in Tetrahedron Lett. 2002, 39, 6987-6990) was dissolved in 15 mL of acetic acid, then 2.4 g of hydrogen peroxide solution (31%) was added thereto, and heated overnight under reflux. The reaction mixture was concentrated under reduced pressure, the obtained residue was dissolved in chloroform, and washed with a saturated aqueous solution of sodium hydrogen carbonate and water in the subsequent order. The organic layer wa... Solvent: C(C)(=O)O (acetic acid). Reaction SMILES: [CH:1]1([C:4]2[CH:5]=[N:6][CH:7]=[CH:8][CH:9]=2)[CH2:3][CH2:2]1.[OH:10]O>C(O)(=O)C>[CH:1]1([C:4]2[CH:5]=[N+:6]([O-:10])[CH:7]=[CH:8][CH:9]=2)[CH2:3][CH2:2]1.